Dataset: the Open Reaction Database (ORD), a public repository of structured organic reaction records. Task: describe an organic reaction: reactants, conditions, products, and yield Reactants: O=C(O)C(=O)N1CCC(Cc2ccccc2)CC1, CCOCC, Cc1ccc(N)cc1. The product is Cc1ccc(NC(=O)C(=O)N2CCC(Cc3ccccc3)CC2)cc1. As a reaction SMILES: [CH2:1]([c:2]1[cH:3][cH:4][cH:5][cH:6][cH:7]1)[CH:8]1[CH2:9][CH2:10][N:11]([C:14]([C:15](=[O:16])[OH:17])=[O:18])[CH2:12][CH2:13]1.[CH2:27]([O:28][CH2:29][CH3:30])[CH3:31].[CH3:19][c:20]1[cH:21][cH:22][c:23]([NH2:24])[cH:25][cH:26]1>>[CH2:1]([c:2]1[cH:3][cH:4][cH:5][cH:6][cH:7]1)[CH:8]1[CH2:9][CH2:10][N:11]([C:14]([C:15](=[O:17])[NH:24][c:23]2[cH:22][cH:21][c:20]([CH3:19])[cH:26][cH:25]2)=[O:18])[CH2:12][CH2:13]1.